This data is from the Open Reaction Database (ORD), a public repository of structured organic reaction records. The task is: describe an organic reaction: reactants, conditions, products, and yield Starting materials: CC=1C=C2C=3CCC(CC3NC2=CC1)C(=O)O (6-Methyl-1,2,3,4-tetrahydrocarbazole-2-carboxylic acid), Cl (hydrogen chloride), C(C)O (ethanol). Conditions: time 2 day. The product is C(C)OC(=O)C1CC=2NC3=CC=C(C=C3C2CC1)C (6-methyl-1,2,3,4-tetrahydrocarbazole-2-carboxylic acid ethyl ester). RXN SMILES: [CH3:1][C:2]1[CH:3]=[C:4]2[C:12](=[CH:13][CH:14]=1)[NH:11][C:10]1[CH2:9][CH:8]([C:15]([OH:17])=[O:16])[CH2:7][CH2:6][C:5]2=1.Cl.[CH2:19](O)[CH3:20]>>[CH2:19]([O:16][C:15]([CH:8]1[CH2:7][CH2:6][C:5]2[C:4]3[C:12](=[CH:13][CH:14]=[C:2]([CH3:1])[CH:3]=3)[NH:11][C:10]=2[CH2:9]1)=[O:17])[CH3:20]. Procedure: 6-Methyl-1,2,3,4-tetrahydrocarbazole-2-carboxylic acid (10 g.) was dissolved in 300 ml. of warm ethanol and 5 ml. of 7N alcoholic hydrogen chloride was added. The solution was thoroughly mixed and allowed to remain at room temperature for 2 days. After cooling in an ice bath for 5 hours, the mixture was filtered and washed with several volumes of ethanol. Upon drying, a yield of 7.3 g. of 6-methyl-1,2,3,4-tetrahydrocarbazole-2-carboxylic acid ethyl ester, m.p. 117°-118° , was obtained. Reactants: C(C)OC(=O)C=1C2=C(C(=NC1)Cl)C(=CS2)COC2=C(C=CC(=C2)C2=NN=C(N2CC2=CC=C(C=C2)OC)C)C (4-chloro-3-{5-[4-(4-methoxy-benzyl)-5-methyl-4H-[1,2,4]triazol-3-yl]-2-methyl-phenoxy-methyl}-thieno[3,2-c]pyridine-7-carboxylic acid ethyl ester), FC(C(=O)O)(F)F (trifluoroacetic acid), C1(=CC=CC=C1)OC (anisole), S(O)(O)(=O)=O (sulfuric acid). Reaction conditions: time 42 hour. The product is C(C)OC(=O)C=1C2=C(C(=NC1)Cl)C(=CS2)COC2=C(C=CC(=C2)C2=NN=CN2C)C (4-chloro-3-[2-methyl-5-(methyl-4H-[1,2,4]triazol-3-yl)-phenoxymethyl]-thieno[3,2-c]pyridine-7-carboxylic acid ethyl ester). As a reaction SMILES: [CH2:1]([O:3][C:4]([C:6]1[C:7]2[S:15][CH:14]=[C:13]([CH2:16][O:17][C:18]3[CH:23]=[C:22]([C:24]4[N:28]([CH2:29]C5C=CC(OC)=CC=5)[C:27](C)=[N:26][N:25]=4)[CH:21]=[CH:20][C:19]=3[CH3:39])[C:8]=2[C:9]([Cl:12])=[N:10][CH:11]=1)=[O:5])[CH3:2].FC(F)(F)C(O)=O.C1(OC)C=CC=CC=1.S(=O)(=O)(O)O>>[CH2:1]([O:3][C:4]([C:6]1[C:7]2[S:15][CH:14]=[C:13]([CH2:16][O:17][C:18]3[CH:23]=[C:22]([C:24]4[N:28]([CH3:29])[CH:27]=[N:26][N:25]=4)[CH:21]=[CH:20][C:19]=3[CH3:39])[C:8]=2[C:9]([Cl:12])=[N:10][CH:11]=1)=[O:5])[CH3:2]. Reported procedure: A mixture of 4-chloro-3-{5-[4-(4-methoxy-benzyl)-5-methyl-4H-[1,2,4]triazol-3-yl]-2-methyl-phenoxymethyl}-thieno[3,2-c]pyridine-7-carboxylic acid ethyl ester (85 mg; 0.151 mmol) (from Example 58 supra) with trifluoroacetic acid (1.0 mL; 13 mmol), anisole (100 μL; 0.92 mmol) (Aldrich) and sulfuric acid (50 μL; 0.94 mmol) was stirred at room temperature for 42 hours. The mixture was concentrated. The residue was diluted with dichloromethane and concentrated again. The residue was then diluted with... Reactants: C([O-])([O-])=O.[K+].[K+] (Potassium carbonate), NO (hydroxylamine), C(#N)C1(CC1)NS(=O)C(C)(C)C (N-(1-cyanocyclopropyl)-2-methylpropane-2-sulfinamide). Run in CCO (EtOH). Conditions: temperature 60 celsius. Yields the product CC(C)(S(=O)NC1(CC1)/C(/N)=N/O)C ((Z)-1-(1,1-dimethylethylsulfinamido)-N′-hydroxycyclopropanecarboximidamide). The yield is 96.3%. RXN SMILES: C(=O)([O-])[O-].[K+].[K+].[NH2:7][OH:8].[C:9]([C:11]1([NH:14][S:15]([C:17]([CH3:20])([CH3:19])[CH3:18])=[O:16])[CH2:13][CH2:12]1)#[N:10]>CCO>[CH3:18][C:17]([CH3:20])([S:15]([NH:14][C:11]1(/[C:9](=[N:7]/[OH:8])/[NH2:10])[CH2:13][CH2:12]1)=[O:16])[CH3:19] |f:0.1.2|. Procedure: Potassium carbonate (4.45 g, 32.2 mmol) and hydroxylamine hydrochlordie (1.1 g, 16 mmol) was added to a stirring solution of N-(1-cyanocyclopropyl)-2-methylpropane-2-sulfinamide (1.5 g, 8.1 mmol) in EtOH (27 ml) at rt. The reaction was heated to 60° C. for 2 h. Then the reaction was allowed to cool to rt. Celite was added and the mixture was filtered through a pad of celite washing with 100 mL of EtOAc. The filtrate was concentrated to give the expected product (Z)-1-(1,1-dimethylethylsulfinamid... Starting materials: Cl.Cl.ClC1=C2CN3C(=NC2=CC=C1N1CCCC1)NC(C3)=O (6-chloro-7-pyrrolidino-1,2,3,5-tetrahydroimidazo[2,1-b]quinazolin-2-one dihydrochloride). The reagents and catalysts are [Pd] (palladium-on-charcoal). The solvent is CO (methanol). Product: Cl.Cl.N1(CCCC1)C=1C=C2CN3C(=NC2=CC1)NC(C3)=O (7-pyrrolidino-1,2,3,5-tetrahydroimidazo[2,1-b]quinazolin-2-one dihydrochloride). The yield is 61.9%. RXN SMILES: [ClH:1].Cl.[Cl:3][C:4]1[C:13]([N:14]2[CH2:18][CH2:17][CH2:16][CH2:15]2)=[CH:12][CH:11]=[C:10]2[C:5]=1[CH2:6][N:7]1[CH2:21][C:20](=[O:22])[NH:19][C:8]1=[N:9]2>CO.[Pd]>[ClH:3].[ClH:1].[N:14]1([C:13]2[CH:4]=[C:5]3[C:10](=[CH:11][CH:12]=2)[N:9]=[C:8]2[NH:19][C:20](=[O:22])[CH2:21][N:7]2[CH2:6]3)[CH2:18][CH2:17][CH2:16][CH2:15]1 |f:0.1.2,5.6.7|. Procedure: 1.5 g of 6-chloro-7-pyrrolidino-1,2,3,5-tetrahydroimidazo[2,1-b]quinazolin-2-one dihydrochloride was dissolved in 50 ml of methanol and catalytically reduced in the presence of 250 mg of 10% palladium-on-charcoal at ambient temperature under atmospheric pressure. After completion of the reaction, the catalyst was removed by filtration, and the filtrate was dried to a solid under reduced pressure to obtain 0.84 g of 7-pyrrolidino-1,2,3,5-tetrahydroimidazo[2,1-b]quinazolin-2-one dihydrochloride (m... Starting materials: CCOC(C)=O, CCCCCC, Cc1c(NC(=O)CC(C)(C)C)cc2c(c1C)OC(C)(C)C2(O)c1cccc(C(C)C)c1. The product is Cc1c(NC(=O)CC(C)(C)C)cc2c(c1C)OC(C)(C)C2c1cccc(C(C)C)c1. Reaction SMILES: [C:38]([O:39][CH2:40][CH3:41])(=[O:42])[CH3:43].[CH3:32][CH2:33][CH2:34][CH2:35][CH2:36][CH3:37].[OH:1][C:2]1([c:23]2[cH:24][c:25]([CH:29]([CH3:30])[CH3:31])[cH:26][cH:27][cH:28]2)[C:3]([CH3:21])([CH3:22])[O:4][c:5]2[c:6]1[cH:7][c:8]([NH:13][C:14]([CH2:15][C:16]([CH3:17])([CH3:18])[CH3:19])=[O:20])[c:9]([CH3:12])[c:10]2[CH3:11]>>[CH:2]1([c:23]2[cH:24][c:25]([CH:29]([CH3:30])[CH3:31])[cH:26][cH:27][cH:28]2)[C:3]([CH3:21])([CH3:22])[O:4][c:5]2[c:6]1[cH:7][c:8]([NH:13][C:14]([CH2:15][C:16]([CH3:17])([CH3:18])[CH3:19])=[O:20])[c:9]([CH3:12])[c:10]2[CH3:11]. Reactants: BrCC(COC1=CC=C(C=C1)CCCCCCCC)CC(=O)[O-] ([1-bromo-3-(4-octylphenoxy)propan-2-yl]acetate), potassium tert-butylate, C(C)(C)(C)OC(=O)C1=CNC=C1 (tert-butylpyrrole-3-carboxylate). Solvent: CS(=O)C (DMSO), CS(=O)C (DMSO), [Na+].[Cl-] (NaCl). Run at temperature 110 celsius, time 15 minute. The product is C(C)(C)(C)OC(=O)C1=CN(C=C1)CC(COC1=CC=C(C=C1)CCCCCCCC)OC(C)=O (tert-Butyl-1-[2-acetoxy-3-(4-octylphenoxy)propyl]pyrrole-3-carboxylate). Reaction SMILES: [C:1]([O:5][C:6]([C:8]1[CH:12]=[CH:11][NH:10][CH:9]=1)=[O:7])([CH3:4])([CH3:3])[CH3:2].BrC[CH:15]([CH2:32]C([O-])=O)[CH2:16][O:17][C:18]1[CH:23]=[CH:22][C:21]([CH2:24][CH2:25][CH2:26][CH2:27][CH2:28][CH2:29][CH2:30][CH3:31])=[CH:20][CH:19]=1>CS(C)=O.[Na+].[Cl-]>[C:1]([O:5][C:6]([C:8]1[CH:12]=[CH:11][N:10]([CH2:32][CH:15]([O:7][C:6](=[O:5])[CH3:8])[CH2:16][O:17][C:18]2[CH:19]=[CH:20][C:21]([CH2:24][CH2:25][CH2:26][CH2:27][CH2:28][CH2:29][CH2:30][CH3:31])=[CH:22][CH:23]=2)[CH:9]=1)=[O:7])([CH3:4])([CH3:2])[CH3:3] |f:3.4|. Procedure: 0.145 g (0.867 mmol) tert-butylpyrrole-3-carboxylate is dissolved in 10 ml absolute DMSO, mixed with 0.107 g (0.952 mmol) potassium-tert-butylate and stirred at 110° C. for 15 min. A solution of 0.333 g (0.864 mmol) [1-bromo-3-(4-octylphenoxy)propan-2-yl]acetate in 10 ml absolute DMSO is added drop-wise. Following 30 minutes of heating at 110° C. and subsequent cooling, hydrolysis is carried out in saturated NaCl solution. Four extractions with diethyl ether, combination of the organic phases, c... Reactants: C1(=CC=CC=C1)C=1SC2=C(N1)C=CC=C2C=O (2-phenyl-benzothiazole-7-carboxaldehyde), C(CC(=O)C)(=O)OC(C)C (isopropyl acetoacetate), N\C(=C/C#N)\C (3-aminocrotononitrile). Run in C(C)O (ethanol). The product is C(#N)C1=C(NC(=C(C1C1=CC=CC=2N=C(SC21)C2=CC=CC=C2)C(=O)OC(C)C)C)C (Isopropyl 3-cyano-2,6-dimethyl-4-(2-phenyl-benzothiazol-7-yl)-1,4-dihydropyridine-5-carboxylate). As a reaction SMILES: [C:1]1([C:7]2[S:8][C:9]3[C:15]([CH:16]=O)=[CH:14][CH:13]=[CH:12][C:10]=3[N:11]=2)[CH:6]=[CH:5][CH:4]=[CH:3][CH:2]=1.[C:18]([O:24][CH:25]([CH3:27])[CH3:26])(=[O:23])[CH2:19][C:20]([CH3:22])=O.[NH2:28]/[C:29](/[CH3:33])=[CH:30]\[C:31]#[N:32]>C(O)C>[C:31]([C:30]1[CH:16]([C:15]2[C:9]3[S:8][C:7]([C:1]4[CH:2]=[CH:3][CH:4]=[CH:5][CH:6]=4)=[N:11][C:10]=3[CH:12]=[CH:13][CH:14]=2)[C:19]([C:18]([O:24][CH:25]([CH3:27])[CH3:26])=[O:23])=[C:20]([CH3:22])[NH:28][C:29]=1[CH3:33])#[N:32]. Reported procedure: 10 mmol of 2-phenyl-benzothiazole-7-carboxaldehyde, 10 mmol of isopropyl acetoacetate and 10 mmol of 3-aminocrotononitrile are boiled overnight in 20 ml of ethanol, the mixture is concentrated and the residue is purified on a silica gel column (cyclohexane/ethyl acetate=6:4) Reactants: ClC(C)(CCC(C)(C)Cl)C (2,5-dichloro-2,5-dimethyl-hexane), ClC(C)(CCC(C)(C)Cl)C (2,5-dichloro-2,5-dimethyl-hexane), C1(=CC=CC=C1)OC (anisole), [Al+3].[Cl-].[Cl-].[Cl-] (AlCl3). Conditions: temperature 0 celsius, time 2 hour. The product is COC=1C=C2C(CCC(C2=CC1)(C)C)(C)C (6-Methoxy-1,1,4,4-tetramethyl-1,2,3,4-tetrahydro-naphthalene). Reaction SMILES: Cl[C:2]([CH3:10])([CH2:4][CH2:5][C:6](Cl)([CH3:8])[CH3:7])[CH3:3].[C:11]1([O:17][CH3:18])[CH:16]=[CH:15][CH:14]=[CH:13][CH:12]=1.[Al+3].[Cl-].[Cl-].[Cl-]>>[CH3:18][O:17][C:11]1[CH:16]=[C:15]2[C:14](=[CH:13][CH:12]=1)[C:6]([CH3:8])([CH3:7])[CH2:5][CH2:4][C:2]2([CH3:10])[CH3:3] |f:2.3.4.5|. Reported procedure: To a solution of 2,5-dichloro-2,5-dimethyl-hexane (Intermediate 1, 25.3 g, 0.14 mol) in anisole (60 mL, 0.55 mol) at 0° C. was added AlCl3 (18.4 g, 0.14 mmol) portionwise. After stirring for 2 h at 0° C., the mixture was poured onto ice and extracted with hexane. The organic layer was washed with brine, dried over Na2SO4, and concentrated in vacuo. The excess anisole was removed by vacuum distillation and the title compound was obtained as a white solid upon cooling (30.5 g, 100%). Solvent: CO (methanol), CO (methanol), O (water). Product: N(=NC(C#N)(CC(C)C)C)C(C#N)(CC(C)C)C (2,2'-azobis (2,4-dimethylvaleronitrile)). As a reaction SMILES: [NH2:1][C:2]([CH3:9])([CH2:5][CH:6]([CH3:8])[CH3:7])[C:3]#[N:4].Cl[O-].[Na+].S([O-])([O-])(=O)=S.[Na+].[Na+].Cl.N([O-])=O.[Na+]>O.CO>[N:1]([C:2]([CH3:9])([CH2:5][CH:6]([CH3:8])[CH3:7])[C:3]#[N:4])=[N:1][C:2]([CH3:9])([CH2:5][CH:6]([CH3:8])[CH3:7])[C:3]#[N:4] |f:1.2,3.4.5,7.8|. The reactants are 63.2, NC(C#N)(CC(C)C)C (2-amino-2,4-dimethylpentanonitrile), Cl[O-].[Na+] (sodium hypochlorite), S(=S)(=O)([O-])[O-].[Na+].[Na+] (sodium thiosulfate), Cl (hydrochloric acid), N(=O)[O-].[Na+] (sodium nitrite). Procedure details: To a solution of 63.2 parts of 2-amino-2,4-dimethylpentanonitrile in 592 parts of methanol are added over a 20 minute period at -10°C. with agitation 377 parts of a 15% aqueous sodium hypochlorite solution. The reaction was then allowed to warm to 10°C. and held for 10 minutes. At this point methanol constitutes 74 volume percent of the aqueous solvent. The resulting reaction product was diluted with 500 parts of water and titrated with standard sodium thiosulfate as described in Example 1. Abou... Conditions: temperature 10 celsius, time 10 minute.